Task: describe an organic reaction: reactants, conditions, products, and yield. Dataset: the Open Reaction Database (ORD), a public repository of structured organic reaction records Reactants: CC(=O)CC(C)C, Cc1ccc(F)cc1NC(=O)CCl, NC(=O)C1CN(CCCCC(c2ccc(F)cc2)c2ccc(F)cc2)CCN1, [I-], [K+], [Na+], [Na+], O=C([O-])[O-]. The product is Cl, Cc1ccc(F)cc1NC(=O)CN1CCN(CCCCC(c2ccc(F)cc2)c2ccc(F)cc2)CC1C(N)=O. As a reaction SMILES: [CH3:50][CH:51]([CH3:52])[CH2:53][C:54](=[O:55])[CH3:56].[Cl:29][CH2:30][C:31](=[O:32])[NH:33][c:34]1[c:35]([CH3:41])[cH:36][cH:37][c:38]([F:40])[cH:39]1.[F:1][c:2]1[cH:3][cH:4][c:5]([CH:8]([CH2:9][CH2:10][CH2:11][CH2:12][N:13]2[CH2:14][CH:15]([C:19](=[O:20])[NH2:21])[NH:16][CH2:17][CH2:18]2)[c:22]2[cH:23][cH:24][c:25]([F:28])[cH:26][cH:27]2)[cH:6][cH:7]1.[I-:49].[K+:48].[Na+:42].[Na+:43].[O-:44][C:45](=[O:46])[O-:47]>>[ClH:29].[F:1][c:2]1[cH:3][cH:4][c:5]([CH:8]([CH2:9][CH2:10][CH2:11][CH2:12][N:13]2[CH2:14][CH:15]([C:19](=[O:20])[NH2:21])[N:16]([CH2:30][C:31](=[O:32])[NH:33][c:34]3[c:35]([CH3:41])[cH:36][cH:37][c:38]([F:40])[cH:39]3)[CH2:17][CH2:18]2)[c:22]2[cH:23][cH:24][c:25]([F:28])[cH:26][cH:27]2)[cH:6][cH:7]1. Starting materials: [OH-].[Na+] (sodium hydroxide), C(C)OC(=O)C1=C([N+](=C(C(N1)=O)CC(C)C)[O-])OC (6-ethoxycarbonyl-3-isobutyl-5-methoxy-1,2-dihydropyrazine-2-one 4-oxide), hdyrochloric acid. Solvent: CO (methanol). The product is C(C(C)C)C=1C(NC(=C([N+]1[O-])OC)C(=O)O)=O (3-isobutyl-5-methoxy-1,2-dihydropyrazin-2-one-6-carboxylic acid 4-oxide). The yield is 99.4%. Reaction SMILES: C([O:3][C:4]([C:6]1[NH:11][C:10](=[O:12])[C:9]([CH2:13][CH:14]([CH3:16])[CH3:15])=[N+:8]([O-:17])[C:7]=1[O:18][CH3:19])=[O:5])C.[OH-].[Na+]>CO>[CH2:13]([C:9]1[C:10](=[O:12])[NH:11][C:6]([C:4]([OH:5])=[O:3])=[C:7]([O:18][CH3:19])[N+:8]=1[O-:17])[CH:14]([CH3:16])[CH3:15] |f:1.2|. Reported procedure: A solution of 932 mg of 6-ethoxycarbonyl-3-isobutyl-5-methoxy-1,2-dihydropyrazine-2-one 4-oxide dissolved in 21 ml of methanol and 10 ml of an aqueous 1N sodium hydroxide solution was stirred for 4 hours at room temperature. The reaction mixture was made acidic with 10% hdyrochloric acid. The resulting crystals were collected by filtration and dissolved in chloroform-methanol. The solvent was removed by evaporation to obtain 830 mg of 3-isobutyl-5-methoxy-1,2-dihydropyrazin-2-one-6-carboxylic ac... The reactants are C(#N)C1CCN(CC1)C(=O)N1CC(CC(C1)C1=CC(=C(C=C1)C)C)C(=O)O (1-[(4-Cyanopiperidin-1-yl)carbonyl]-5-(3,4-dimethylphenyl)piperidine-3-carboxylic acid), ON=C(N)C1CC1 (N′-hydroxycyclopropanimidamide). Yields the product C1(CC1)C1=NOC(=N1)C1CN(CC(C1)C1=CC(=C(C=C1)C)C)C(=O)N1CCC(CC1)C#N (1-{[3-(3-Cyclopropyl-1,2,4-oxadiazol-5-yl)-5-(3,4-dimethylphenyl)piperidin-1-yl]carbonyl}-piperidine-4-carbonitrile). As a reaction SMILES: [C:1]([CH:3]1[CH2:8][CH2:7][N:6]([C:9]([N:11]2[CH2:16][CH:15]([C:17]3[CH:22]=[CH:21][C:20]([CH3:23])=[C:19]([CH3:24])[CH:18]=3)[CH2:14][CH:13]([C:25](O)=[O:26])[CH2:12]2)=[O:10])[CH2:5][CH2:4]1)#[N:2].O[N:29]=[C:30]([CH:32]1[CH2:34][CH2:33]1)[NH2:31]>>[CH:32]1([C:30]2[N:31]=[C:25]([CH:13]3[CH2:14][CH:15]([C:17]4[CH:22]=[CH:21][C:20]([CH3:23])=[C:19]([CH3:24])[CH:18]=4)[CH2:16][N:11]([C:9]([N:6]4[CH2:5][CH2:4][CH:3]([C:1]#[N:2])[CH2:8][CH2:7]4)=[O:10])[CH2:12]3)[O:26][N:29]=2)[CH2:34][CH2:33]1. Procedure details: 80 mg (0.21 mmol) of the compound from Example 132A and 32 mg (0.32 mmol) of N′-hydroxycyclopropanimidamide were reacted according to the General Method 2. Yield: 41 mg (45% of theory) The reactants are CC=CC(=O)ONC (methyl-3-amino crotonate), C(C)(C)OC1=C(C=O)C(=CC=C1)CCCCCCCCCCCCCCC (2-Isopropoxy-6-pentadecyl benzaldehyde), C(CC(=O)C)(=O)OC (methyl acetoacetate), C(C)(=O)O (Acetic acid), N1CCCCC1 (piperidine). Run in C(CCC)O (n-butanol). Conditions: time 3.5 hour. The product is C(C)(C)OC1=C(C(=CC=C1)CCCCCCCCCCCCCCC)C1C(=C(NC(=C1C(=O)OC)C)C)C(=O)OC (dimethyl 1,4-dihydro-4-(2′-isopropoxy-6′-pentadecylphenyl)-2,6-dimethyl-3,5-pyridine dicarboxylate). Reaction SMILES: [CH:1]([O:4][C:5]1[CH:12]=[CH:11][CH:10]=[C:9]([CH2:13][CH2:14][CH2:15][CH2:16][CH2:17][CH2:18][CH2:19][CH2:20][CH2:21][CH2:22][CH2:23][CH2:24][CH2:25][CH2:26][CH3:27])[C:6]=1[CH:7]=O)([CH3:3])[CH3:2].[C:28]([O:34][CH3:35])(=[O:33])[CH2:29][C:30]([CH3:32])=O.[C:36]([OH:39])(=[O:38])[CH3:37].[NH:40]1CCC[CH2:42][CH2:41]1.[CH3:46]C=CC(ONC)=O>C(O)CCC>[CH:1]([O:4][C:5]1[CH:12]=[CH:11][CH:10]=[C:9]([CH2:13][CH2:14][CH2:15][CH2:16][CH2:17][CH2:18][CH2:19][CH2:20][CH2:21][CH2:22][CH2:23][CH2:24][CH2:25][CH2:26][CH3:27])[C:6]=1[CH:7]1[C:29]([C:28]([O:34][CH3:35])=[O:33])=[C:30]([CH3:32])[NH:40][C:41]([CH3:42])=[C:37]1[C:36]([O:39][CH3:46])=[O:38])([CH3:3])[CH3:2]. Procedure details: 2-Isopropoxy-6-pentadecyl benzaldehyde (3.1 g, 8.3 mmol) and methyl acetoacetate (0.96 g, 8.3 mmol) were dissolved in n-butanol (20 mL). Acetic acid (0.5 g, 8.3 mmol) and piperidine (0.7 g, 8.3 mmol) were added and stirred at room temperature for 3-4 hrs. methyl-3-amino crotonate (0.97 g, 8.3 mmol) was then added and refluxed for 10 hrs. n-Butanol was evaporated and reaction mixture was washed with distilled water and extracted with dichloromethane (10 mL). Organic layer was dried over sodium su...